The task is: describe an organic reaction: reactants, conditions, products, and yield. This data is from the Open Reaction Database (ORD), a public repository of structured organic reaction records. Starting materials: FC=1C=C(COC2=C(C=C(C=C2)[N+](=O)[O-])C#C[Si](C(C)C)(C(C)C)C(C)C)C=CC1 ((2-(2-(3-fluorobenzyloxy)-5-nitrophenyl)ethynyl)triisopropylsilane), FC=1C=C(COC2=C(C=C(C=C2)[N+](=O)[O-])C#C[Si](C(C)C)(C(C)C)C(C)C)C=CC1 ((2-(2-(3-fluorobenzyloxy)-5-nitrophenyl)ethynyl)triisopropylsilane), CC(=O)O (HOAc). The reagents and catalysts are [Fe] (Fe). Solvent: CCO (EtOH). Product: FC=1C=C(COC2=C(C=C(C=C2)N)C#C[Si](C(C)C)(C(C)C)C(C)C)C=CC1 (4-(3-fluorobenzyloxy)-3-(2-(triisopropylsilyl)ethynyl)benzenamine). Reaction SMILES: [F:1][C:2]1[CH:3]=[C:4]([CH:28]=[CH:29][CH:30]=1)[CH2:5][O:6][C:7]1[CH:12]=[CH:11][C:10]([N+:13]([O-])=O)=[CH:9][C:8]=1[C:16]#[C:17][Si:18]([CH:25]([CH3:27])[CH3:26])([CH:22]([CH3:24])[CH3:23])[CH:19]([CH3:21])[CH3:20].CC(O)=O>[Fe].CCO>[F:1][C:2]1[CH:3]=[C:4]([CH:28]=[CH:29][CH:30]=1)[CH2:5][O:6][C:7]1[CH:12]=[CH:11][C:10]([NH2:13])=[CH:9][C:8]=1[C:16]#[C:17][Si:18]([CH:19]([CH3:21])[CH3:20])([CH:22]([CH3:23])[CH3:24])[CH:25]([CH3:26])[CH3:27]. Procedure: To a flask was charged with (2-(2-(3-fluorobenzyloxy)-5-nitrophenyl)ethynyl)triisopropylsilane (compound 23.1, 472 mg, 1.11 mmole), Fe (309 mg), HOAc (4 mL) and EtOH (10 mL). The reaction mixture was refluxed for 3 h and the solvent was removed. Methylene was added and washed with aqueous NaHCO3. The organic layer was dried over anhydrous magnesium sulfate, filtered and concentrated. The residue was purified by flash chromatography, eluting with 30% EtOAc in Hexane to give the desired product as... The reactants are CCOC(C)=O, CCCCCC, CC(=O)O, [Fe], O=C1CCCN(C(=O)c2ccc([N+](=O)[O-])cc2)c2ccsc21, [Na+], [OH-]. The product is Nc1ccc(C(=O)N2CCCC(=O)c3sccc32)cc1. Reaction SMILES: [C:31]([O:32][CH2:33][CH3:34])(=[O:35])[CH3:36].[CH3:25][CH2:26][CH2:27][CH2:28][CH2:29][CH3:30].[CH3:37][C:38](=[O:39])[OH:40].[Fe:41].[N+:1]([O-:2])(=[O:3])[c:4]1[cH:5][cH:6][c:7]([C:8](=[O:9])[N:10]2[c:11]3[c:12]([s:18][cH:19][cH:20]3)[C:13](=[O:17])[CH2:14][CH2:15][CH2:16]2)[cH:21][cH:22]1.[Na+:24].[OH-:23]>>[NH2:1][c:4]1[cH:5][cH:6][c:7]([C:8](=[O:9])[N:10]2[c:11]3[c:12]([s:18][cH:19][cH:20]3)[C:13](=[O:17])[CH2:14][CH2:15][CH2:16]2)[cH:21][cH:22]1. Run in C(=O)(C(F)(F)F)O.ClCCl (TFA dichloromethane). Procedure: A solution of 1-methoxymethylcyclopropylsulfonylamine tert-butylcarbamate (1.14 g, 4.30 mmol) was dissolved in a solution of 50% TFA/dichloromethane (30 mL) and was stirred at room temperature for 16 hours. The solvent was removed in vacuo and the residue chromatographed over 80 g of SiO2 (eluting with 0% to 60% ethyl acetate/hexanes to 1-methoxymethylcyclopropylsulfonamide as a white solid (0.55 g, 77% overall over two steps): 1H NMR (CDCl3) δ 0.95 (m, 2H), 1.44 (m, 2H), 3.36 (s, 3H), 3.65 (s, ... Run at time 16 hour. Yields the product COCC1(CC1)S(=O)(=O)N (1-methoxymethylcyclopropysulfonamide). Reactants: C(C)(C)(C)NC(O)=O.COCC1(CC1)S(=O)(=O)N (1-methoxymethylcyclopropylsulfonylamine tert-butylcarbamate). RXN SMILES: C(NC(=O)O)(C)(C)C.[CH3:9][O:10][CH2:11][C:12]1([S:15]([NH2:18])(=[O:17])=[O:16])[CH2:14][CH2:13]1>C(O)(C(F)(F)F)=O.ClCCl>[CH3:9][O:10][CH2:11][C:12]1([S:15]([NH2:18])(=[O:17])=[O:16])[CH2:14][CH2:13]1 |f:0.1,2.3|.